This data is from the Open Reaction Database (ORD), a public repository of structured organic reaction records. The task is: describe an organic reaction: reactants, conditions, products, and yield Starting materials: O=C(O)c1ccc(Br)cn1, ClCCCl, CC(C)(C)C(NC(=O)c1cc2ccccc2[nH]1)C(=O)N1CC2CC1CN2, ClCCl, O, On1nnc2ccccc21. The product is CC(C)(C)C(NC(=O)c1cc2ccccc2[nH]1)C(=O)N1CC2CC1CN2C(=O)c1ccc(Br)cn1. RXN SMILES: [Br:27][c:28]1[cH:29][cH:30][c:31]([C:34](=[O:35])[OH:36])[n:32][cH:33]1.[CH2:37]([Cl:38])[CH2:39][Cl:40].[CH:1]12[N:2]([C:8](=[O:9])[CH:10]([C:11]([CH3:12])([CH3:13])[CH3:14])[NH:15][C:16](=[O:17])[c:18]3[nH:19][c:20]4[cH:21][cH:22][cH:23][cH:24][c:25]4[cH:26]3)[CH2:3][CH:4]([NH:5][CH2:6]1)[CH2:7]2.[Cl:51][CH2:52][Cl:53].[OH2:54].[OH:41][n:42]1[c:43]2[c:44]([cH:45][cH:46][cH:47][cH:48]2)[n:49][n:50]1>>[CH:1]12[N:2]([C:8](=[O:9])[CH:10]([C:11]([CH3:12])([CH3:13])[CH3:14])[NH:15][C:16](=[O:17])[c:18]3[nH:19][c:20]4[cH:21][cH:22][cH:23][cH:24][c:25]4[cH:26]3)[CH2:3][CH:4]([N:5]([C:34]([c:31]3[cH:30][cH:29][c:28]([Br:27])[cH:33][n:32]3)=[O:35])[CH2:6]1)[CH2:7]2. Yields the product CCOC(=O)c1ccc(C(=O)OCC)n1N. Reaction SMILES: [CH2:8]([CH3:9])[O:10][C:11](=[O:12])[c:13]1[nH:14][c:15]([C:18](=[O:19])[O:20][CH2:21][CH3:22])[cH:16][cH:17]1.[H-:2].[N+:23]([c:24]1[cH:25][c:26]([N+:27]([O-:28])=[O:29])[cH:30][cH:31][c:32]1[O:33][NH2:34])([O-:35])=[O:36].[Na+:1].[O:3]=[CH:4][N:5]([CH3:6])[CH3:7].[OH2:37]>>[NH2:5][n:14]1[c:13]([C:11]([O:10][CH2:8][CH3:9])=[O:12])[cH:17][cH:16][c:15]1[C:18](=[O:19])[O:20][CH2:21][CH3:22]. The reactants are CCOC(=O)c1ccc(C(=O)OCC)[nH]1, [H-], NOc1ccc([N+](=O)[O-])cc1[N+](=O)[O-], [Na+], CN(C)C=O, O. The reactants are COc1ccc(Cn2nc(C)c3cc(-c4nn(C(C)C)cc4-c4ccnc(S(C)(=O)=O)n4)cnc32)cc1, CCOC(C)=O, Cc1ccccc1, CC(O)CN. Yields the product COc1ccc(Cn2nc(C)c3cc(-c4nn(C(C)C)cc4-c4ccnc(NCC(C)O)n4)cnc32)cc1. Reaction SMILES: [CH3:1][O:2][c:3]1[cH:4][cH:5][c:6]([CH2:7][n:8]2[n:9][c:10]([CH3:35])[c:11]3[c:12]2[n:13][cH:14][c:15](-[c:17]2[n:18][n:19]([CH:32]([CH3:33])[CH3:34])[cH:20][c:21]2-[c:22]2[n:23][c:24]([S:28]([CH3:29])(=[O:30])=[O:31])[n:25][cH:26][cH:27]2)[cH:16]3)[cH:36][cH:37]1.[CH3:43][CH2:44][O:45][C:46]([CH3:47])=[O:48].[CH3:49][c:50]1[cH:51][cH:52][cH:53][cH:54][cH:55]1.[NH2:38][CH2:39][CH:40]([CH3:41])[OH:42]>>[CH3:1][O:2][c:3]1[cH:4][cH:5][c:6]([CH2:7][n:8]2[n:9][c:10]([CH3:35])[c:11]3[c:12]2[n:13][cH:14][c:15](-[c:17]2[n:18][n:19]([CH:32]([CH3:33])[CH3:34])[cH:20][c:21]2-[c:22]2[n:23][c:24]([NH:38][CH2:39][CH:40]([CH3:41])[OH:42])[n:25][cH:26][cH:27]2)[cH:16]3)[cH:36][cH:37]1. Run at temperature 110 celsius, time 12 hour. Reactants: CNCCNC (N,N′-dimethylethylenediamine), BrC1=CC(=CC(=C1)C)C (1-Bromo-3,5-dimethyl-benzene), C(C1=CC=CC=C1)O (benzyl alcohol), CCCCCCCCCCCC (n-dodecane), [OH-].[NH4+] (ammonium hydroxide), [C-]#N.[Na+] (NaCN). Procedure details: An oven dried screw cap test tube was charged with NaCN (140 mg, 2.857 mmol) dried KI (79 mg, 0.476 mmol, 20 mol %) and CuI (45 mg, 0.236 mmol, 10 mol %), evacuated and backfilled with argon three times. Anhydrous toluene (1550 μl), N,N′-dimethylethylenediamine (255 μl, 2.395 mmol), 1-Bromo-3,5-dimethyl-benzene (255 μl, 1.877 mmol), and benzyl alcohol (155 μl, 1.498 mmol) were added under argon. The tube was sealed and the reaction mixture was stirred magnetically at 110° C. for 12 h. The result... Yields the product CC=1C=C(C#N)C=C(C1)C (3,5-Dimethyl-benzonitrile). The reagents and catalysts are [Cu]I (CuI). The solvent is C1(=CC=CC=C1)C (toluene), O (water), C(C)(=O)OCC (ethyl acetate). RXN SMILES: [C-]#N.[Na+].C[NH:5][CH2:6][CH2:7]NC.BrC1[CH:16]=[C:15]([CH3:17])[CH:14]=[C:13]([CH3:18])[CH:12]=1.C(O)C1C=CC=CC=1.CCCCCCCCCCCC.[OH-].[NH4+]>[Cu]I.O.C(OCC)(=O)C.C1(C)C=CC=CC=1>[CH3:18][C:13]1[CH:12]=[C:7]([CH:16]=[C:15]([CH3:17])[CH:14]=1)[C:6]#[N:5] |f:0.1,6.7|. The product is ClC=1C=C(C(=O)N(C=2C=NC=CC2C2=C(C=CC=C2)C)C)C=C(C1)OC(F)(F)F (3-Chloro-N-methyl-N-(4-o-tolyl-pyridin-3-yl)-5-trifluoromethoxy-benzamide). Procedure: The title compound was prepared in analogy to example 90, from N-methyl-4-o-tolylpyridin-3-amine (example 1, intermediate a) and 3-chloro-5-(trifluoromethoxy)benzoic acid (CAS RN 158580-93-9) and using a gradient of n-heptane:EtOAc (100:0 to 50:50) for the chromatographic purification. Yellow solid (31%). MS (ESI): m/z=421.09 [M+H]+. As a reaction SMILES: [CH3:1][NH:2][C:3]1[CH:4]=[N:5][CH:6]=[CH:7][C:8]=1[C:9]1[CH:14]=[CH:13][CH:12]=[CH:11][C:10]=1[CH3:15].[Cl:16][C:17]1[CH:18]=[C:19]([CH:23]=[C:24]([O:26][C:27]([F:30])([F:29])[F:28])[CH:25]=1)[C:20]([OH:22])=O>CCCCCCC.CCOC(C)=O>[Cl:16][C:17]1[CH:18]=[C:19]([CH:23]=[C:24]([O:26][C:27]([F:30])([F:29])[F:28])[CH:25]=1)[C:20]([N:2]([CH3:1])[C:3]1[CH:4]=[N:5][CH:6]=[CH:7][C:8]=1[C:9]1[CH:14]=[CH:13][CH:12]=[CH:11][C:10]=1[CH3:15])=[O:22] |f:2.3|. Solvent: CCCCCCC.CCOC(=O)C (n-heptane EtOAc). The reactants are CNC=1C=NC=CC1C1=C(C=CC=C1)C (N-methyl-4-o-tolylpyridin-3-amine), ClC=1C=C(C(=O)O)C=C(C1)OC(F)(F)F (3-chloro-5-(trifluoromethoxy)benzoic acid). The reactants are C1=CC=CC=2C3C4=CC=CC=C4C(C12)(C3)CN3CCC(CC3)=O (1-(9,10-dihydro-9,10-methanoanthracen-9-ylmethyl)-4-piperidinone), BrC=1C=CC(=NC1)OC (5-bromo-2-methoxypyridine). The product is C1=CC=CC=2C3C4=CC=CC=C4C(C12)(C3)CN3CCC(CC3)(O)C=3C=CC(=NC3)OC (1-(9,10-Dihydro-9,10-methanoanthracen-9-ylmethyl)-4-(2-methoxy-5-pyridyl)piperidin-4-ol), free base. The yield is 81.0%. RXN SMILES: [CH:1]1[C:14]2[C:13]3([CH2:16][N:17]4[CH2:22][CH2:21][C:20](=[O:23])[CH2:19][CH2:18]4)[CH2:15][CH:6]([C:7]4[C:12]3=[CH:11][CH:10]=[CH:9][CH:8]=4)[C:5]=2[CH:4]=[CH:3][CH:2]=1.Br[C:25]1[CH:26]=[CH:27][C:28]([O:31][CH3:32])=[N:29][CH:30]=1>>[CH:11]1[C:12]2[C:13]3([CH2:16][N:17]4[CH2:22][CH2:21][C:20]([C:25]5[CH:26]=[CH:27][C:28]([O:31][CH3:32])=[N:29][CH:30]=5)([OH:23])[CH2:19][CH2:18]4)[CH2:15][CH:6]([C:5]4[C:14]3=[CH:1][CH:2]=[CH:3][CH:4]=4)[C:7]=2[CH:8]=[CH:9][CH:10]=1. Reported procedure: Using a procedure similar to that described in example 1 except starting with 1-(9,10-dihydro-9,10-methanoanthracen-9-ylmethyl)-4-piperidinone (described in example 5d) and employing 5-bromo-2-methoxypyridine, the title compound was formed in 81% yield as a white solid, mp 218°-222° C. free base: 1H NMR (CDCl3, 250 MHz) 8.28 (d, J=2.5 Hz, 1H), 7.69 (dd, J=2.6, 8.7 Hz, 1H), 7.22 (m, 4H), 6.95 (m, 4H), 6.71 (d, J=8.7 Hz, 1H), 4.28 (s, 1H), 3.93 (s, 3H), 3.48 (s, 2H), 2.91 (m, 2H), 2.78 (dt, J=2.4,... Reactants: [H-].[Na+] (sodium hydride), OC=1C=C(N)C=CC1 (3-hydroxyaniline), ClCC(=O)N (chloroacetamide), [H-].[Na+] (sodium hydride). Run in O (water). Yields the product NC=1C=C(OCC(=O)N)C=CC1 (3-Aminophenoxyacetamide). As a reaction SMILES: [H-].[Na+].[OH:3][C:4]1[CH:5]=[C:6]([CH:8]=[CH:9][CH:10]=1)[NH2:7].Cl[CH2:12][C:13]([NH2:15])=[O:14]>O>[NH2:7][C:6]1[CH:5]=[C:4]([CH:10]=[CH:9][CH:8]=1)[O:3][CH2:12][C:13]([NH2:15])=[O:14] |f:0.1|. Procedure details: A solution of 50% sodium hydride (5.76 g., 0.12 M), 3-hydroxyaniline (13.09 g., 0.12 M) and chloroacetamide (11.22 g., 0.12 M) is stirred at room temperature for 18 hours. The mixture is diluted with water to decompose residual sodium hydride and is then extracted with chloroform. The chloroform extract is dried (MgSO4) and concentrated to an oil under reduced pressure. The addition of chloroform causes it to crystallize. Yield = 10.0g. (50%); m.p. 107°-111° C. The reactants are CON(C(C)=O)C (N-methoxy-N-methyl-acetamide), [NH4+].[Cl-] (NH4Cl), [Si](C1=CC=CC=C1)(C1=CC=CC=C1)(C(C)(C)C)OCC1=CC=C(C(=C1N1C[C@H](O[C@H](C1)C)C)F)F ((2R,6S)-4-[6-({[tert-Butyl(diphenyl)silyl]oxy}methyl)-2,3-difluorophenyl]-2,6-dimethylmorpholine), [Si](C1=CC=CC=C1)(C1=CC=CC=C1)(C(C)(C)C)OCC1=CC=C(C(=C1N1C[C@H](O[C@H](C1)C)C)F)F ((2R,6S)-4-[6-({[tert-Butyl(diphenyl)silyl]oxy}methyl)-2,3-difluorophenyl]-2,6-dimethylmorpholine), C(C)(CC)[Li] (sec-butyllithium). Solvent: C1CCOC1 (THF). Reaction conditions: time 1 hour. Yields the product [Si](C1=CC=CC=C1)(C1=CC=CC=C1)(C(C)(C)C)OCC=1C(=C(C(=C(C1)C(C)=O)F)F)N1C[C@H](O[C@H](C1)C)C (1-{5-({[tert-butyl(diphenyl)silyl]oxy}methyl)-4-[(2R,6S)-2,6-dimethylmorpholin-4-yl]-2,3-difluorophenyl}ethanone). RXN SMILES: [Si:1]([O:18][CH2:19][C:20]1[C:25]([N:26]2[CH2:31][C@H:30]([CH3:32])[O:29][C@H:28]([CH3:33])[CH2:27]2)=[C:24]([F:34])[C:23]([F:35])=[CH:22][CH:21]=1)([C:14]([CH3:17])([CH3:16])[CH3:15])([C:8]1[CH:13]=[CH:12][CH:11]=[CH:10][CH:9]=1)[C:2]1[CH:7]=[CH:6][CH:5]=[CH:4][CH:3]=1.C([Li])(CC)C.CON(C)[C:44](=[O:46])[CH3:45].[NH4+].[Cl-]>C1COCC1>[Si:1]([O:18][CH2:19][C:20]1[C:25]([N:26]2[CH2:31][C@H:30]([CH3:32])[O:29][C@H:28]([CH3:33])[CH2:27]2)=[C:24]([F:34])[C:23]([F:35])=[C:22]([C:44](=[O:46])[CH3:45])[CH:21]=1)([C:14]([CH3:16])([CH3:17])[CH3:15])([C:2]1[CH:7]=[CH:6][CH:5]=[CH:4][CH:3]=1)[C:8]1[CH:13]=[CH:12][CH:11]=[CH:10][CH:9]=1 |f:3.4|. Procedure details: To a stirred solution of (2R,6S)-4-[6-({[tert-Butyl(diphenyl)silyl]oxy}methyl)-2,3-difluorophenyl]-2,6-dimethylmorpholine (Intermediate 3, 15.0 g, 30.0 mmol) in THF (150 mL) was added sec-butyllithium (1.4 M in cyclohexane, 66.4 mL, 93 mmol) at −78° C. under a nitrogen atmosphere. After stirring for 1 h, N-methoxy-N-methyl-acetamide (3.4 mL, 45 mmol) was added and, after stirring for ½ h at −78° C., the solution was allowed reach room temperature with stirring continuing for 12 hours. The reacti...